Dataset: the Open Reaction Database (ORD), a public repository of structured organic reaction records. Task: describe an organic reaction: reactants, conditions, products, and yield Starting materials: CCCCC(NC(=O)OC(C)(C)C)C(=O)O, CN1CCCCC1, CNOC, CCOC(=O)Cl, ClCCl, Cl. The product is CCCCC(NC(=O)OC(C)(C)C)C(=O)N(C)OC. RXN SMILES: [C:1](=[O:2])([O:3][C:4]([CH3:5])([CH3:6])[CH3:7])[NH:8][CH:9]([CH2:10][CH2:11][CH2:12][CH3:13])[C:14](=[O:15])[OH:16].[CH3:17][N:18]1[CH2:19][CH2:20][CH2:21][CH2:22][CH2:23]1.[CH3:31][NH:32][O:33][CH3:34].[Cl:24][C:25]([O:26][CH2:27][CH3:28])=[O:29].[Cl:35][CH2:36][Cl:37].[ClH:30]>>[C:1](=[O:2])([O:3][C:4]([CH3:5])([CH3:6])[CH3:7])[NH:8][CH:9]([CH2:10][CH2:11][CH2:12][CH3:13])[C:14](=[O:16])[N:32]([CH3:31])[O:33][CH3:34]. The reactants are ClC1=CC=C(C=C1)[C@@H](C(=O)O)[C@H](C(F)(F)F)C ((2S,3R)-2-(4-chlorophenyl)-4,4,4-trifluoro-3-methylbutanoic acid), N1=CC=CC=C1 (pyridine), NC=1C=C(CC2(CC2)C(=O)OC(C)(C)C)C=CC1Cl (tert-butyl 1-(3-amino-4-chlorobenzyl)-cyclopropanecarboxylate), ClC(=C(C)C)N(C)C (1-chloro-N,N,2-trimethylprop-1-en-1-amine). Solvent: ClCCl (dichloromethane). Conditions: time 30 minute. Yields the product ClC1=C(C=C(CC2(CC2)C(=O)OC(C)(C)C)C=C1)NC([C@@H]([C@H](C(F)(F)F)C)C1=CC=C(C=C1)Cl)=O (tert-Butyl 1-(4-chloro-3-{[(2S,3R)-2-(4-chlorophenyl)-4,4,4-trifluoro-3-methylbutanoyl]amino}-benzyl)cyclopropanecarboxylate). Reaction SMILES: [Cl:1][C:2]1[CH:7]=[CH:6][C:5]([C@H:8]([C@@H:12]([CH3:17])[C:13]([F:16])([F:15])[F:14])[C:9]([OH:11])=O)=[CH:4][CH:3]=1.ClC(N(C)C)=C(C)C.N1C=CC=CC=1.[NH2:32][C:33]1[CH:34]=[C:35]([CH:47]=[CH:48][C:49]=1[Cl:50])[CH2:36][C:37]1([C:40]([O:42][C:43]([CH3:46])([CH3:45])[CH3:44])=[O:41])[CH2:39][CH2:38]1>ClCCl>[Cl:50][C:49]1[CH:48]=[CH:47][C:35]([CH2:36][C:37]2([C:40]([O:42][C:43]([CH3:44])([CH3:45])[CH3:46])=[O:41])[CH2:39][CH2:38]2)=[CH:34][C:33]=1[NH:32][C:9](=[O:11])[C@H:8]([C:5]1[CH:4]=[CH:3][C:2]([Cl:1])=[CH:7][CH:6]=1)[C@@H:12]([CH3:17])[C:13]([F:16])([F:15])[F:14]. Procedure details: 368 mg (1.38 mmol) of (2S,3R)-2-(4-chlorophenyl)-4,4,4-trifluoro-3-methylbutanoic acid were dissolved in 15 ml of dichloromethane, 246 mg (1.84 mmol) of 1-chloro-N,N,2-trimethylprop-1-en-1-amine were added and the mixture was then stirred at room temperature for 30 min. 279 μl (3.45 mmol) of pyridine and 324 mg (1.15 mmol) of tert-butyl 1-(3-amino-4-chlorobenzyl)-cyclopropanecarboxylate were then added, and the reaction mixture was stirred at room temperature for another 1 h. The reaction mixtur... Starting materials: COc1cccc(C=C2c3ccccc3Cc3ccccc32)c1, Cl, Cl, c1ccncc1. The product is Oc1cccc(C=C2c3ccccc3Cc3ccccc32)c1. As a reaction SMILES: [CH3:1][O:2][c:3]1[cH:4][c:5]([CH:6]=[C:7]2[c:8]3[cH:9][cH:10][cH:11][cH:12][c:13]3[CH2:14][c:15]3[cH:16][cH:17][cH:18][cH:19][c:20]32)[cH:21][cH:22][cH:23]1.[ClH:24].[ClH:31].[n:25]1[cH:26][cH:27][cH:28][cH:29][cH:30]1>>[OH:2][c:3]1[cH:4][c:5]([CH:6]=[C:7]2[c:8]3[cH:9][cH:10][cH:11][cH:12][c:13]3[CH2:14][c:15]3[cH:16][cH:17][cH:18][cH:19][c:20]32)[cH:21][cH:22][cH:23]1. Reactants: NC1=C(C(=NS1)C)Cl (5-Amino-4-chloro-3-methylisothiazole), C[O-].[Na+] (sodium methoxide), COC1=CC=C(C=C1)C(C(=O)OC)C (methyl 2-(4-methoxyphenyl)propionate). Run in O1CCCC1 (tetrahydrofuran), O1CCCC1 (tetrahydrofuran). Conditions: time 20 minute. The product is ClC=1C(=NSC1NC(C(C)C1=CC=C(C=C1)OC)=O)C (N-(4-chloro-3-methylisothiazol-5-yl)-2-(4-methoxyphenyl)propionamide). The yield is 89.4%. RXN SMILES: [NH2:1][C:2]1[S:6][N:5]=[C:4]([CH3:7])[C:3]=1[Cl:8].C[O-].[Na+].[CH3:12][O:13][C:14]1[CH:19]=[CH:18][C:17]([CH:20]([CH3:25])[C:21](OC)=[O:22])=[CH:16][CH:15]=1>O1CCCC1>[Cl:8][C:3]1[C:4]([CH3:7])=[N:5][S:6][C:2]=1[NH:1][C:21](=[O:22])[CH:20]([C:17]1[CH:18]=[CH:19][C:14]([O:13][CH3:12])=[CH:15][CH:16]=1)[CH3:25] |f:1.2|. Procedure: 5-Amino-4-chloro-3-methylisothiazole (7.4 g, 0.050 mol) was added to a suspension of sodium methoxide (6.1 g, 0.112 mol) in tetrahydrofuran (160 ml) and the mixture was stirred at room temperature for 20 minutes. A solution of methyl 2-(4-methoxyphenyl)propionate (8.8 g, 0.045 mol) in tetrahydrofuran (40 ml) was added dropwise and the mixture was stirred for 3 hours at room temperature. The reaction was quenched with water, acidified with dilute aqueous hydrochloric acid and extracted with ethyl... Reactants: ClCCl, CN=C=O, CC1(C)C(=O)NC(=O)c2cc(N)ccc21. The product is CNC(=O)Nc1ccc2c(c1)C(=O)NC(=O)C2(C)C. RXN SMILES: [CH2:20]([Cl:21])[Cl:22].[CH3:16][N:17]=[C:18]=[O:19].[NH2:1][c:2]1[cH:3][cH:4][c:5]2[c:10]([cH:11]1)[C:9](=[O:12])[NH:8][C:7](=[O:13])[C:6]2([CH3:14])[CH3:15]>>[NH:1]([c:2]1[cH:3][cH:4][c:5]2[c:10]([cH:11]1)[C:9](=[O:12])[NH:8][C:7](=[O:13])[C:6]2([CH3:14])[CH3:15])[C:18]([NH:17][CH3:16])=[O:19].